Dataset: the Open Reaction Database (ORD), a public repository of structured organic reaction records. Task: describe an organic reaction: reactants, conditions, products, and yield Reactants: FC(F)(F)c1cnc(N2CCN(Cc3ccccc3)CC2)nc1, CO. The product is FC(F)(F)c1cnc(N2CCNCC2)nc1. As a reaction SMILES: [CH2:1]([c:2]1[cH:3][cH:4][cH:5][cH:6][cH:7]1)[N:8]1[CH2:9][CH2:10][N:11]([c:14]2[n:15][cH:16][c:17]([C:20]([F:21])([F:22])[F:23])[cH:18][n:19]2)[CH2:12][CH2:13]1.[CH3:24][OH:25]>>[NH:8]1[CH2:9][CH2:10][N:11]([c:14]2[n:15][cH:16][c:17]([C:20]([F:21])([F:22])[F:23])[cH:18][n:19]2)[CH2:12][CH2:13]1. Reactants: FC1=C(C(=O)O)C=CC=C1 (2-Fluorobenzoic acid), C(CCC)N1C(N(C(C=2NC(=NC12)Cl)=O)CCCC/C(/NO)=N/[H])=O ((1Z)-5-(3-Butyl-8-chloro-2,6-dioxo-2,3,6,7-tetrahydro-1H-purin-1-yl)-N-hydroxypentanimidamide). The solvent is CS(=O)C (DMSO). Conditions: temperature 90 celsius, time 16 hour. Yields the product C(CCC)N1C(N(C(C=2NC(=NC12)Cl)=O)CCCCC1=NOC(=N1)C1=C(C=CC=C1)F)=O (3-Butyl-8-chloro-1-{4-[5-(2-fluorophenyl)-1,2,4-oxadiazol-3-yl]butyl}-3,7-dihydro-1H-purine-2,6-dione). Yield: 28.6%. As a reaction SMILES: [F:1][C:2]1[CH:10]=[CH:9][CH:8]=[CH:7][C:3]=1[C:4]([OH:6])=O.[CH2:11]([N:15]1[C:23]2[N:22]=[C:21]([Cl:24])[NH:20][C:19]=2[C:18](=[O:25])[N:17]([CH2:26][CH2:27][CH2:28][CH2:29]/[C:30](=[N:33]/[H])/[NH:31]O)[C:16]1=[O:35])[CH2:12][CH2:13][CH3:14]>CS(C)=O>[CH2:11]([N:15]1[C:23]2[N:22]=[C:21]([Cl:24])[NH:20][C:19]=2[C:18](=[O:25])[N:17]([CH2:26][CH2:27][CH2:28][CH2:29][C:30]2[N:31]=[C:4]([C:3]3[CH:7]=[CH:8][CH:9]=[CH:10][C:2]=3[F:1])[O:6][N:33]=2)[C:16]1=[O:35])[CH2:12][CH2:13][CH3:14]. Procedure details: 2-Fluorobenzoic acid (36 mg, 0.25 mmol) and CDl (45 mg, 0.28 mmol) were stirred in anhydrous DMSO (0.9 ml) at rt for 1 h. (1Z)-5-(3-Butyl-8-chloro-2,6-dioxo-2,3,6,7-tetrahydro-1H-purin-1-yl)-N-hydroxypentanimidamide (100 mg, 0.28 mmol) was added and the mixture was stirred at 90° C. for 16 h. The mixture was purified by MDAP. The product fraction was combined and concentrated to give the title compound as a white solid (33 mg, 29%). The reactants are O=C([O-])[O-], Cl, Cl, [Cs+], [Cs+], NCC1(O)CN2CCC1CC2, CN(C)C=O, O, CSC(=Nc1nc2cccnc2s1)SC. The product is c1cnc2sc(NC3=NCC4(CN5CCC4CC5)O3)nc2c1. RXN SMILES: [C:29](=[O:30])([O-:31])[O-:32].[ClH:16].[ClH:17].[Cs+:33].[Cs+:34].[NH2:18][CH2:19][C:20]1([OH:28])[CH2:21][N:22]2[CH2:23][CH2:24][CH:25]1[CH2:26][CH2:27]2.[O:36]=[CH:37][N:38]([CH3:39])[CH3:40].[OH2:35].[n:1]1[c:2]([N:10]=[C:11]([S:12][CH3:13])[S:14][CH3:15])[s:3][c:4]2[n:5][cH:6][cH:7][cH:8][c:9]12>>[n:1]1[c:2]([NH:10][C:11]2=[N:18][CH2:19][C:20]3([CH2:21][N:22]4[CH2:23][CH2:24][CH:25]3[CH2:26][CH2:27]4)[O:28]2)[s:3][c:4]2[n:5][cH:6][cH:7][cH:8][c:9]12.